This data is from the Open Reaction Database (ORD), a public repository of structured organic reaction records. The task is: describe an organic reaction: reactants, conditions, products, and yield Starting materials: BrC1=CC=C(N)C=C1 (4-bromoaniline), C1(=CC=CC=C1)C(C(=O)O)C(=O)O (2-phenylmalonic acid), P(=O)(Cl)(Cl)Cl (phosphorus oxychloride), Ice, C(Cl)Cl (CH2Cl2). Reaction conditions: temperature 90 celsius. Yields the product BrC=1C=C2C(=C(C(=NC2=CC1)Cl)C1=CC=CC=C1)Cl (6-Bromo-2,4-dichloro-3-phenylquinoline). As a reaction SMILES: [Br:1][C:2]1[CH:8]=[CH:7][C:5]([NH2:6])=[CH:4][CH:3]=1.[C:9]1([CH:15]([C:19](O)=O)C(O)=O)[CH:14]=[CH:13][CH:12]=[CH:11][CH:10]=1.P(Cl)(Cl)([Cl:24])=O.[CH2:27]([Cl:29])Cl>>[Br:1][C:2]1[CH:8]=[C:7]2[C:5](=[CH:4][CH:3]=1)[N:6]=[C:19]([Cl:24])[C:15]([C:9]1[CH:14]=[CH:13][CH:12]=[CH:11][CH:10]=1)=[C:27]2[Cl:29]. Procedure: A mixture of 4-bromoaniline (10.0 g, 58.1 mmol), 2-phenylmalonic acid (11.0 g, 61.0 mmol), and phosphorus oxychloride (54.0 mL, 581 mmol) was heated in a 90° C. oil bath for 20 hours. The mixture was allowed to cool to room temperature and was diluted with CH2Cl2 in a large beaker (ca. 200 mL final volume). Ice (ca. 100 mL) was added and the mixture was stirred while monitoring the internal temperature; an ice bath was used to cool the mixture when the internal temperature reached 35° C. When th... Starting materials: C(C(C)C)N([C@@H](CCCCN)C(=O)O)S(=O)(=O)C1=CC=C(C=C1)[N+](=O)[O-] (Nα-isobutyl-Nα-(4-nitrobenzenesulfonyl)-L-lysine), N1=CC(=CC=C1)/C=C/C(=O)O (trans-3-(3-pyridyl)acrylic acid). Yields the product C(C(C)C)N([C@@H](CCCCNC(\C=C\C=1C=NC=CC1)=O)C(=O)O)S(=O)(=O)C1=CC=C(C=C1)[N+](=O)[O-] (Nα-Isobutyl-Nα-(4-nitrobenzenesulfonyl)-Nε-(trans-3-(3-pyridyl)acryloyl)-L-lysine). Isolated yield 60.0%. Reaction SMILES: [CH2:1]([N:5]([S:15]([C:18]1[CH:23]=[CH:22][C:21]([N+:24]([O-:26])=[O:25])=[CH:20][CH:19]=1)(=[O:17])=[O:16])[C@H:6]([C:12]([OH:14])=[O:13])[CH2:7][CH2:8][CH2:9][CH2:10][NH2:11])[CH:2]([CH3:4])[CH3:3].[N:27]1[CH:32]=[CH:31][CH:30]=[C:29](/[CH:33]=[CH:34]/[C:35](O)=[O:36])[CH:28]=1>>[CH2:1]([N:5]([S:15]([C:18]1[CH:23]=[CH:22][C:21]([N+:24]([O-:26])=[O:25])=[CH:20][CH:19]=1)(=[O:17])=[O:16])[C@H:6]([C:12]([OH:14])=[O:13])[CH2:7][CH2:8][CH2:9][CH2:10][NH:11][C:35](=[O:36])/[CH:34]=[CH:33]/[C:29]1[CH:28]=[N:27][CH:32]=[CH:31][CH:30]=1)[CH:2]([CH3:4])[CH3:3]. Procedure: Nα-isobutyl-Nα-(4-nitrobenzenesulfonyl)-L-lysine was reacted with trans-3-(3-pyridyl)acrylic acid under the conditions described in example 86 to yield 60% of the desired product. Procedure details: N-[(3S)-1-(4-{[5-Fluoro-4-(1-isopropyl-2-methyl-1H-imidazol-5-yl)pyrimidin-2-yl]amino}phenyl)pyrrolidin-3-yl]acetamide (Example 152; 0.49 g, 1.12 mmol) in isopropanol (20 ml), water (5 ml) and hydrochloric acid (2 ml) was heated at reflux under nitrogen for 18 hours. After evaporation under reduced pressure, the mixture was dissolved in water (15 ml) and adjusted to pH 9 with aqueous ammonium hydroxide solution. The solution was extracted with DCM (3×15 ml), dried and after evaporation under red... Reactants: FC=1C(=NC(=NC1)NC1=CC=C(C=C1)N1C[C@H](CC1)NC(C)=O)C1=CN=C(N1C(C)C)C (N-[(3S)-1-(4-{[5-Fluoro-4-(1-isopropyl-2-methyl-1H-imidazol-5-yl)pyrimidin-2-yl]amino}phenyl)pyrrolidin-3-yl]acetamide). The product is N[C@@H]1CN(CC1)C1=CC=C(C=C1)NC1=NC=C(C(=N1)C1=CN=C(N1C(C)C)C)F (N-{4-[(3S)-3-Aminopyrrolidin-1-yl]phenyl}-5-fluoro-4-(1-isopropyl-2-methyl-1H-imidazol-5-yl)pyrimidin-2-amine). Reaction SMILES: [F:1][C:2]1[C:3]([C:24]2[N:28]([CH:29]([CH3:31])[CH3:30])[C:27]([CH3:32])=[N:26][CH:25]=2)=[N:4][C:5]([NH:8][C:9]2[CH:14]=[CH:13][C:12]([N:15]3[CH2:19][CH2:18][C@H:17]([NH:20]C(=O)C)[CH2:16]3)=[CH:11][CH:10]=2)=[N:6][CH:7]=1>C(O)(C)C.O.Cl>[NH2:20][C@H:17]1[CH2:18][CH2:19][N:15]([C:12]2[CH:11]=[CH:10][C:9]([NH:8][C:5]3[N:4]=[C:3]([C:24]4[N:28]([CH:29]([CH3:30])[CH3:31])[C:27]([CH3:32])=[N:26][CH:25]=4)[C:2]([F:1])=[CH:7][N:6]=3)=[CH:14][CH:13]=2)[CH2:16]1. Solvent: C(C)(C)O (isopropanol), O (water), Cl (hydrochloric acid). Yield: 94.8%. Product: CC(CCOC(=O)c1ccc(OC2CCCC2)nc1)=C(F)F. Reactants: CN(C)C=O, CC(CCOS(C)(=O)=O)=C(F)F, O=C(O)c1ccc(OC2CCCC2)nc1, [Na+], O, O=C([O-])O. Reaction SMILES: [CH3:1][N:2]([CH3:3])[CH:4]=[O:5].[CH3:6][S:7](=[O:8])(=[O:9])[O:10][CH2:11][CH2:12][C:13](=[C:14]([F:15])[F:16])[CH3:17].[CH:18]1([O:23][c:24]2[n:25][cH:26][c:27]([C:28](=[O:29])[OH:30])[cH:31][cH:32]2)[CH2:19][CH2:20][CH2:21][CH2:22]1.[Na+:33].[OH2:38].[OH:34][C:35](=[O:36])[O-:37]>>[O:10]([CH2:11][CH2:12][C:13](=[C:14]([F:15])[F:16])[CH3:17])[C:28]([c:27]1[cH:26][n:25][c:24]([O:23][CH:18]2[CH2:19][CH2:20][CH2:21][CH2:22]2)[cH:32][cH:31]1)=[O:29].